From a dataset of the Open Reaction Database (ORD), a public repository of structured organic reaction records. describe an organic reaction: reactants, conditions, products, and yield Starting materials: BrC1=C(C=C(C=C1C)B1OC(C(O1)(C)C)(C)C)C (2-bromo-1,3-dimethyl-5-(4,4,5,5-tetramethyl-[1,3,2]dioxaborolan-2-yl)-benzene), BrC1=NC=CC(=N1)C (2-bromo-4-methyl-pyrimidine), Intermediate 56. Yields the product BrC1=C(C=C(C=C1C)C1=NC=CC(=N1)C)C (2-(4-Bromo-3,5-dimethyl-phenyl)-4-methyl-pyrimidine). RXN SMILES: [Br:1][C:2]1[C:7]([CH3:8])=[CH:6][C:5](B2OC(C)(C)C(C)(C)O2)=[CH:4][C:3]=1[CH3:18].Br[C:20]1[N:25]=[C:24]([CH3:26])[CH:23]=[CH:22][N:21]=1>>[Br:1][C:2]1[C:3]([CH3:18])=[CH:4][C:5]([C:20]2[N:25]=[C:24]([CH3:26])[CH:23]=[CH:22][N:21]=2)=[CH:6][C:7]=1[CH3:8]. Procedure: The title compound is prepared from 2-bromo-1,3-dimethyl-5-(4,4,5,5-tetramethyl-[1,3,2]dioxaborolan-2-yl)-benzene and 2-bromo-4-methyl-pyrimidine following a procedure analogous to that described in Step 1 of Intermediate 56. LC (method 9): tR=1.08 min; Mass spectrum (ESI+): m/z=277/279 (Br) [M+H]+. Starting materials: C1CCOC1, Nc1nc(Cl)c2cnn(Cc3ccccc3F)c2n1, [Na+], O=C([O-])O, O, c1ccc(P(c2ccccc2)(c2ccccc2)[Pd](P(c2ccccc2)(c2ccccc2)c2ccccc2)(P(c2ccccc2)(c2ccccc2)c2ccccc2)P(c2ccccc2)(c2ccccc2)c2ccccc2)cc1, OB(O)c1cccs1. Product: Nc1nc(-c2cccs2)c2cnn(Cc3ccccc3F)c2n1. RXN SMILES: [CH2:33]1[O:34][CH2:35][CH2:36][CH2:37]1.[Cl:1][c:2]1[c:3]2[c:4]([n:5][c:6]([NH2:8])[n:7]1)[n:9]([CH2:12][c:13]1[c:14]([F:19])[cH:15][cH:16][cH:17][cH:18]1)[n:10][cH:11]2.[Na+:32].[O-:28][C:29]([OH:30])=[O:31].[OH2:38].[cH:39]1[cH:40][cH:41][c:42]([P:43]([Pd:44]([P:45]([c:46]2[cH:47][cH:48][cH:49][cH:50][cH:51]2)([c:52]2[cH:53][cH:54][cH:55][cH:56][cH:57]2)[c:58]2[cH:59][cH:60][cH:61][cH:62][cH:63]2)([P:64]([c:65]2[cH:66][cH:67][cH:68][cH:69][cH:70]2)([c:71]2[cH:72][cH:73][cH:74][cH:75][cH:76]2)[c:77]2[cH:78][cH:79][cH:80][cH:81][cH:82]2)[P:83]([c:84]2[cH:85][cH:86][cH:87][cH:88][cH:89]2)([c:90]2[cH:91][cH:92][cH:93][cH:94][cH:95]2)[c:96]2[cH:97][cH:98][cH:99][cH:100][cH:101]2)([c:102]2[cH:103][cH:104][cH:105][cH:106][cH:107]2)[c:108]2[cH:109][cH:110][cH:111][cH:112][cH:113]2)[cH:114][cH:115]1.[s:20]1[c:21]([B:25]([OH:26])[OH:27])[cH:22][cH:23][cH:24]1>>[c:2]1(-[c:21]2[s:20][cH:24][cH:23][cH:22]2)[c:3]2[c:4]([n:5][c:6]([NH2:8])[n:7]1)[n:9]([CH2:12][c:13]1[c:14]([F:19])[cH:15][cH:16][cH:17][cH:18]1)[n:10][cH:11]2. The reactants are ClCC1=NC2=CC(=C(C=C2C(=C1C(=O)OCC)C1=CC(=C(C=C1)OC)OC(C)C)OC)OC (ethyl 2-chloromethyl-4-(3-isopropoxy-4-methoxyphenyl)-6,7-dimethoxyquinoline-3-carboxylate), C(C)NCC (diethylamine). Yields the product Cl.Cl.C(C)N(CC)CC1=NC2=CC(=C(C=C2C(=C1C(=O)OCC)C1=CC(=C(C=C1)OC)OC(C)C)OC)OC (ethyl 2-(N,N-diethylaminomethyl)-4-(3-isopropoxy-4-methoxyphenyl)-6,7-dimethoxyquinoline-3-carboxylate dihydrochloride). Reaction SMILES: [Cl:1][CH2:2][C:3]1[C:12]([C:13]([O:15][CH2:16][CH3:17])=[O:14])=[C:11]([C:18]2[CH:23]=[CH:22][C:21]([O:24][CH3:25])=[C:20]([O:26][CH:27]([CH3:29])[CH3:28])[CH:19]=2)[C:10]2[C:5](=[CH:6][C:7]([O:32][CH3:33])=[C:8]([O:30][CH3:31])[CH:9]=2)[N:4]=1.[CH2:34]([NH:36][CH2:37][CH3:38])[CH3:35]>>[ClH:1].[ClH:1].[CH2:34]([N:36]([CH2:2][C:3]1[C:12]([C:13]([O:15][CH2:16][CH3:17])=[O:14])=[C:11]([C:18]2[CH:23]=[CH:22][C:21]([O:24][CH3:25])=[C:20]([O:26][CH:27]([CH3:29])[CH3:28])[CH:19]=2)[C:10]2[C:5](=[CH:6][C:7]([O:32][CH3:33])=[C:8]([O:30][CH3:31])[CH:9]=2)[N:4]=1)[CH2:37][CH3:38])[CH3:35] |f:2.3.4|. Procedure: According to the same manner as that described in Example 14, ethyl 2-chloromethyl-4-(3-isopropoxy-4-methoxyphenyl)-6,7-dimethoxyquinoline-3-carboxylate was reacted with diethylamine to give ethyl 2-(N,N-diethylaminomethyl)-4-(3-isopropoxy-4-methoxyphenyl)-6,7-dimethoxyquinoline-3-carboxylate dihydrochloride. This compound was recrystallized from ethyl acetate - ether. Yellow powder, mp. 122°-124° C. Starting materials: O=c1ccc2cccnc2n1CC1OCCO1, O, O=C(O)C(F)(F)F. The product is O=CCn1c(=O)ccc2cccnc21. As a reaction SMILES: [O:1]1[CH:2]([CH2:6][n:7]2[c:8](=[O:17])[cH:9][cH:10][c:11]3[cH:12][cH:13][cH:14][n:15][c:16]23)[O:5][CH2:4][CH2:3]1.[OH2:25].[OH:18][C:19]([C:20]([F:21])([F:22])[F:23])=[O:24]>>[O:1]=[CH:2][CH2:6][n:7]1[c:8](=[O:17])[cH:9][cH:10][c:11]2[cH:12][cH:13][cH:14][n:15][c:16]12. Starting materials: Cl (hydrochloric acid), NC(=O)N (urea), [OH-].[Na+] (sodium hydroxide), C(\C=C\C=C\C)(=O)O (sorbic acid). Yields the product C(\C=C\C=C\C)(=O)[O-].[Na+] (sodium sorbate). As a reaction SMILES: Cl.NC(N)=O.[OH-].[Na+:7].[C:8]([OH:15])(=[O:14])/[CH:9]=[CH:10]/[CH:11]=[CH:12]/[CH3:13]>>[C:8]([O-:15])(=[O:14])/[CH:9]=[CH:10]/[CH:11]=[CH:12]/[CH3:13].[Na+:7] |f:2.3,5.6|. Procedure: Japanese Unexamined Patent Application Publication No. 54-163516 discloses a process for producing a sorbic acid. In this process, a polyester obtained from ketene and crotonaldehyde is decomposed with hydrochloric acid in the presence of, for example, a urea compound, the resulting decomposition reaction mixture is filtrated and rinsed to yield a crude sorbic acid, followed by addition of an aqueous sodium hydroxide solution to the crude sorbic acid to thereby yield an aqueous sodium sorbate so... Starting materials: C(C)(C)(C)OC(=O)N1C(C(C1)NC=1C=C2N3C(C(NN=C3COC2=CC1)=O)C)C (2-methyl-3-(4-methyl-3-oxo-2,3,4,10-tetrahydro-9-oxa-1,2,4a-triaza-phenanthren-6-ylamino)-azetidine-1-carboxylic acid tert-butyl ester), C(=O)(C(F)(F)F)O (TFA). Solvent: C(Cl)Cl (DCM). Reaction conditions: time 2 hour. Product: FC(C(=O)O)(F)F.CC1C(NN=C2COC3=CC=C(C=C3N12)NC1C(NC1)C)=O (4-methyl-6-(2-methyl-azetidin-3-ylamino)-2,10-dihydro-9-oxa-1,2,4a-triaza-phenanthren-3-one trifluoroacetic acid). Isolated yield 100.0%. RXN SMILES: C(OC([N:8]1[CH2:11][CH:10]([NH:12][C:13]2[CH:14]=[C:15]3[C:24](=[CH:25][CH:26]=2)[O:23][CH2:22][C:21]2[N:16]3[CH:17]([CH3:28])[C:18](=[O:27])[NH:19][N:20]=2)[CH:9]1[CH3:29])=O)(C)(C)C.[C:30]([OH:36])([C:32]([F:35])([F:34])[F:33])=[O:31]>C(Cl)Cl>[F:33][C:32]([F:35])([F:34])[C:30]([OH:36])=[O:31].[CH3:28][CH:17]1[N:16]2[C:21]([CH2:22][O:23][C:24]3[C:15]2=[CH:14][C:13]([NH:12][CH:10]2[CH2:11][NH:8][CH:9]2[CH3:29])=[CH:26][CH:25]=3)=[N:20][NH:19][C:18]1=[O:27] |f:3.4|. Procedure: To a solution of 2-methyl-3-(4-methyl-3-oxo-2,3,4,10-tetrahydro-9-oxa-1,2,4a-triaza-phenanthren-6-ylamino)-azetidine-1-carboxylic acid tert-butyl ester (0.016 g, 0.040 mmol) in DCM (2 mL) was added TFA (0.4 mL) and the mixture was stirred at ambient temperature for 2 h. The solvent was removed in vacuo to give 4-methyl-6-(2-methyl-azetidin-3-ylamino)-2,10-dihydro-9-oxa-1,2,4a-triaza-phenanthren-3-one trifluoroacetic acid (0.012 g, 100%) LC/MS (Table 1, Method 5) Rt=1.582 min.; MS m/z: 302 [M+H]+... Starting materials: C(CC)(=O)OC1=C(C(=C(C(=C1)C(C)C)OC1=CC(=C(C=C1)[N+](=O)[O-])O)C(C)C)C (Methyl(3,5-diisopropyl-4-[3-hydroxy-4-nitrophenoxy]phenyl) propionate), [H][H] (hydrogen). Reagents/catalysts: [Pd] (palladium on carbon). The solvent is CO (methanol). Product: C(CC)(=O)OC1=C(C(=C(C(=C1)C(C)C)OC1=CC(=C(C=C1)N)O)C(C)C)C (methyl(3,5-diisopropyl-4-[4-amino-3-hydroxyphenoxy]phenyl) propionate). Yield: 100.9%. Reaction SMILES: [C:1]([O:5][C:6]1[CH:11]=[C:10]([CH:12]([CH3:14])[CH3:13])[C:9]([O:15][C:16]2[CH:21]=[CH:20][C:19]([N+:22]([O-])=O)=[C:18]([OH:25])[CH:17]=2)=[C:8]([CH:26]([CH3:28])[CH3:27])[C:7]=1[CH3:29])(=[O:4])[CH2:2][CH3:3].[H][H]>[Pd].CO>[C:1]([O:5][C:6]1[CH:11]=[C:10]([CH:12]([CH3:13])[CH3:14])[C:9]([O:15][C:16]2[CH:21]=[CH:20][C:19]([NH2:22])=[C:18]([OH:25])[CH:17]=2)=[C:8]([CH:26]([CH3:28])[CH3:27])[C:7]=1[CH3:29])(=[O:4])[CH2:2][CH3:3]. Procedure details: Methyl(3,5-diisopropyl-4-[3-hydroxy-4-nitrophenoxy]phenyl) propionate (0.30 g), methanol (10 mL), palladium on carbon (10%) and 1–2 atmospheres of hydrogen gas was stirred at room temperature for 4 hours. After filtration, 0.28 g of methyl(3,5-diisopropyl-4-[4-amino-3-hydroxyphenoxy]phenyl) propionate was obtained.